From a dataset of the Open Reaction Database (ORD), a public repository of structured organic reaction records. describe an organic reaction: reactants, conditions, products, and yield Reactants: O=C1CCN(Cc2ccccc2)CC1, Cl, NO, c1ccncc1. Product: ON=C1CCN(Cc2ccccc2)CC1. RXN SMILES: [CH2:1]([c:2]1[cH:3][cH:4][cH:5][cH:6][cH:7]1)[N:8]1[CH2:9][CH2:10][C:11](=[O:14])[CH2:12][CH2:13]1.[ClH:15].[NH2:16][OH:17].[cH:18]1[cH:19][cH:20][n:21][cH:22][cH:23]1>>[CH2:1]([c:2]1[cH:3][cH:4][cH:5][cH:6][cH:7]1)[N:8]1[CH2:9][CH2:10][C:11](=[N:16][OH:17])[CH2:12][CH2:13]1. The reactants are CCO, CCNCc1ccc(Cl)nc1, CS(C)=C=C[N+](=O)[O-]. Yields the product CCN(Cc1ccc(Cl)nc1)C(=C[N+](=O)[O-])SC. As a reaction SMILES: [CH3:20][CH2:21][OH:22].[Cl:1][c:2]1[cH:3][cH:4][c:5]([CH2:8][NH:9][CH2:10][CH3:11])[cH:6][n:7]1.[N+:12](=[O:13])([O-:14])[CH:15]=[C:16]=[S:17]([CH3:18])[CH3:19]>>[Cl:1][c:2]1[cH:3][cH:4][c:5]([CH2:8][N:9]([CH2:10][CH3:11])[C:16](=[CH:15][N+:12](=[O:13])[O-:14])[S:17][CH3:19])[cH:6][n:7]1. Starting materials: [Mg] (magnesium), BrCCCCBr (1,4-dibromobutane), O1CCCC1 (tetrahydrofuran), BrC1=C(C(=O)OCC)C=CC=N1 (ethyl 2-bromonicotinate), O1CCCC1 (tetrahydrofuran), II (iodine), [Cl-].[NH4+] (ammonium chloride), O1CCCC1 (tetrahydrofuran). Reagents/catalysts: BrCCCCBr (1,4-dibromobutane). Reaction conditions: temperature 65 celsius, time 16 hour. Yields the product BrC=1C=C(C=NC1)C1(CCCC1)O (1-(5-Bromopyridin-3-yl)cyclopentanol). Reaction SMILES: [Mg].II.[Br:4]CCCCBr.Br[C:11]1[N:21]=[CH:20][CH:19]=[CH:18][C:12]=1[C:13]([O:15]CC)=O.[Cl-].[NH4+].O1[CH2:28][CH2:27][CH2:26][CH2:25]1>BrCCCCBr>[Br:4][C:19]1[CH:18]=[C:12]([C:13]2([OH:15])[CH2:28][CH2:27][CH2:26][CH2:25]2)[CH:11]=[N:21][CH:20]=1 |f:4.5|. Reported procedure: A few drops of 1,4-dibromobutane and 25 ml of tetrahydrofuran are added to a round-bottomed flask containing 2.25 g of magnesium chips (92.6 mmol) and an iodine crystal. The mixture is heated at 65° C. until decolorization is obtained and then a solution of 1,4-dibromobutane (10 g, 46.3 mmol) in 50 ml of tetrahydrofuran is added dropwise. The reaction mixture is heated at 65° C. for 4 hours and then cooled to 0° C. A solution of ethyl 2-bromonicotinate (10 g, 46.3 mmol) in 60 ml of tetrahydrofur... Reactants: CN1CCCCC1 (N-methylpiperidine), Cl.C(#N)C1=CC=C(OC(CNC([C@@H](N)C(C)C)=O)C)C=C1 (N1 -[2-(4-cyanophenoxy)propyl]-L-valinamide hydrochloride), ClC(=O)OC1=CC=CC=C1 (phenyl chloroformate). Run in C(Cl)Cl (methylene chloride). Yields the product C(#N)C1=CC=C(OC(CNC([C@@H](NC(=O)OC2=CC=CC=C2)C(C)C)=O)C)C=C1 (N1 -[2-(4-cyanophenoxy)propyl]-N2 -phenoxycarbonyl-L-valinamide). Yield: 63.1%. RXN SMILES: CN1CCCCC1.Cl.[C:9]([C:11]1[CH:28]=[CH:27][C:14]([O:15][CH:16]([CH3:26])[CH2:17][NH:18][C:19](=[O:25])[C@H:20]([CH:22]([CH3:24])[CH3:23])[NH2:21])=[CH:13][CH:12]=1)#[N:10].Cl[C:30]([O:32][C:33]1[CH:38]=[CH:37][CH:36]=[CH:35][CH:34]=1)=[O:31]>C(Cl)Cl>[C:9]([C:11]1[CH:12]=[CH:13][C:14]([O:15][CH:16]([CH3:26])[CH2:17][NH:18][C:19](=[O:25])[C@H:20]([CH:22]([CH3:24])[CH3:23])[NH:21][C:30]([O:32][C:33]2[CH:38]=[CH:37][CH:36]=[CH:35][CH:34]=2)=[O:31])=[CH:27][CH:28]=1)#[N:10] |f:1.2|. Reported procedure: 0.16 g of N-methylpiperidine was added to a suspension containing 0.25 g of N1 -[2-(4-cyanophenoxy)propyl]-L-valinamide hydrochloride suspended in 20 ml of methylene chloride, at -20° C. After the mixture was stirred for 10 minutes at the same temperature, 0.13 g of phenyl chloroformate was added drop by drop to the mixture, and then the reaction mixture was allowed to sit and warm naturally to room temperature while being stirred, and was stirred for 3 hours at room temperature. After the methy...